This data is from the Open Reaction Database (ORD), a public repository of structured organic reaction records. The task is: describe an organic reaction: reactants, conditions, products, and yield The reactants are CCN(C(C)C)C(C)C, Cc1ccc(N)c(C)n1, S=C(Cl)Cl, ClCCl. Yields the product Cc1ccc(N=C=S)c(C)n1. As a reaction SMILES: [CH2:14]([N:15]([CH:16]([CH3:17])[CH3:18])[CH:19]([CH3:20])[CH3:21])[CH3:22].[CH3:1][c:2]1[n:3][c:4]([CH3:9])[cH:5][cH:6][c:7]1[NH2:8].[Cl:10][C:11]([Cl:12])=[S:13].[Cl:23][CH2:24][Cl:25]>>[CH3:1][c:2]1[n:3][c:4]([CH3:9])[cH:5][cH:6][c:7]1[N:8]=[C:11]=[S:13]. Reaction SMILES: [H-].[Na+].[C:3]([C:5]1[CH:6]=[C:7]([OH:11])[CH:8]=[CH:9][CH:10]=1)#[N:4].F[C:13]1[CH:18]=[CH:17][CH:16]=[C:15](F)[N:14]=1>CN(C)C=O>[N:14]1[C:15]([O:11][C:7]2[CH:6]=[C:5]([CH:10]=[CH:9][CH:8]=2)[C:3]#[N:4])=[CH:16][CH:17]=[CH:18][C:13]=1[O:11][C:7]1[CH:6]=[C:5]([CH:10]=[CH:9][CH:8]=1)[C:3]#[N:4] |f:0.1|. Procedure: To sodium hydride (0.38 g, 9.5 mmol) in N,N-dimethylformamide (3 mL) was added 3-cyanophenol (1.1 g, 8.9 mmol) and 2,6-difluoropyridine -0.4 mL, 4.4 mmol). After heating in an oil bath at 100° C. for 15 hours the reaction was partitioned with ethyl acetate and water. The organic layer was separated, washed with water, dried (Na2SO4), and the solvent was removed in vacuo. The residue was chromatographed on silica gel (50 g) with methylene chloride/hexane (3/1) to give 3,3′-[2,6-pyridinediylbis(ox... Reaction conditions: temperature 100 celsius. Reactants: [H-].[Na+] (sodium hydride), C(#N)C=1C=C(C=CC1)O (3-cyanophenol), FC1=NC(=CC=C1)F (2,6-difluoropyridine). Solvent: CN(C=O)C (N,N-dimethylformamide). Product: N1=C(C=CC=C1OC=1C=C(C#N)C=CC1)OC=1C=C(C#N)C=CC1 (3,3′-[2,6-pyridinediylbis(oxy)]bis(benzonitrile)). Starting materials: ice, N (ammonia), NC(C#N)(C(C)C)C ((-)-2-amino-2,3-dimethylbutyronitrile), C1CCOC1 (THF), S(O)(O)(=O)=O (sulfuric acid). The solvent is C(Cl)Cl (methylene chloride). The product is NC(C(=O)N)(C(C)C)C ((+)-2-amino-2,3-dimethylbutyramide). RXN SMILES: [NH2:1][C:2]([CH3:8])([CH:5]([CH3:7])[CH3:6])[C:3]#[N:4].C1C[O:12]CC1.S(=O)(=O)(O)O.N>C(Cl)Cl>[NH2:1][C:2]([CH3:8])([CH:5]([CH3:7])[CH3:6])[C:3]([NH2:4])=[O:12]. Procedure details: A solution of 3.0 g of (-)-2-amino-2,3-dimethylbutyronitrile, [α]D =-6.71° (c=0.03307 g/ml THF) in 10 ml methylene chloride is added with stirring at 80° C. to 13.95 g of concentrated sulfuric acid. The solution is heated for one hour, allowed to cool and 14 g of ice is added. Next, 27 ml of concentrated ammonia is added while cooling. The resulting solution is extracted with methylene chloride (5×25 ml). The combined extracts are dried and evaporated to dryness to afford 3.23 g of title product...